From a dataset of the Open Reaction Database (ORD), a public repository of structured organic reaction records. describe an organic reaction: reactants, conditions, products, and yield Reactants: [OH-].[Na+] (NaOH), C(CC)N(C1COC2=CC=CC(=C2C1)OC)CCC (3-Dipropylamino-5-methyloxychroman), CO (methanol), O=S(Cl)Cl (SOCl2). Solvent: O (H2O). Yields the product Cl.C(CC)N(C1COC2=CC=CC(=C2C1)C(=O)Cl)CCC (3-dipropylamino-5-chloroformylchroman-HCL). Reaction SMILES: [CH2:1]([N:4]([CH2:17][CH2:18][CH3:19])[CH:5]1[CH2:14][C:13]2[C:8](=[CH:9][CH:10]=[CH:11][C:12]=2OC)O[CH2:6]1)[CH2:2][CH3:3].[OH-:20].[Na+].O=S(Cl)[Cl:24].[CH3:26][OH:27]>O>[ClH:24].[CH2:1]([N:4]([CH2:17][CH2:18][CH3:19])[CH:5]1[CH2:14][C:13]2[C:8](=[CH:9][CH:10]=[CH:11][C:12]=2[C:26]([Cl:24])=[O:27])[O:20][CH2:6]1)[CH2:2][CH3:3] |f:1.2,6.7|. Procedure details: 3-Dipropylamino-5-methyloxychroman (Example 2; 400 mg, 1.37 mmol) was dissolved in 10 ml methanol and NaOH (60 mg, 1.5 mmol) in 2 mL H2O was added. The mixture was refluxed for 5 hours, cooled, filtered through Celite and evaporated to dryness. The residue was refluxed in SOCl2 (5 mL, 68 mmol) for 30 minutes. The excess SOCl2 was then removed in vacuo to give 3-dipropylamino-5-chloroformylchroman-HCL as a gum. The pale brown gum was dissolved in CH2Cl2 (50 mL), and a stream of NH3 (g) was introd... Reactants: CC=1NC2=C(N1)C=CC=C2[N+](=O)[O-] (2-methyl-4-nitrobenzimidazole), [H-].[Na+] (sodium hydride), BrCC (bromoethane). Solvent: CN(C=O)C (dimethylformamide). Reaction conditions: temperature 65 celsius. The product is C(C)N1C(=NC2=C1C=CC=C2[N+](=O)[O-])C (1-ethyl-2-methyl-4-nitrobenzimidazole). The yield is 57.0%. Reaction SMILES: [CH3:1][C:2]1[NH:3][C:4]2[C:10]([N+:11]([O-:13])=[O:12])=[CH:9][CH:8]=[CH:7][C:5]=2[N:6]=1.[H-].[Na+].Br[CH2:17][CH3:18]>CN(C)C=O>[CH2:17]([N:6]1[C:5]2[CH:7]=[CH:8][CH:9]=[C:10]([N+:11]([O-:13])=[O:12])[C:4]=2[N:3]=[C:2]1[CH3:1])[CH3:18] |f:1.2|. Procedure details: To a solution of 0.47 g (2.65 mmol) 2-methyl-4-nitrobenzimidazole, and 0.12 g (2.92 mmol) of sodium hydride in 10 mL of dry dimethylformamide was added 0.218 mL (2.92 mmol) bromoethane. The mixture was heated overnight at 65° C. The mixture was cooled to room temperature and the solvents were removed under reduced pressure. The resultant syrup was partitioned between water and ethyl acetate. The organic phase was evaporated to dryness and the syrup chromatographed on silica to yield 0.31 g (1.51... The reactants are CC1(OB(OC1(C)C)C=1C=C2C(=NC1)NC=C2)C (5-(4,4,5,5-tetramethyl-1,3,2-dioxaborolan-2-yl)-1H-pyrrolo[2,3-b]pyridine), ClC=1N=C(C2=C(N1)C(=C(S2)I)C)N2CCOCC2 (2-chloro-6-iodo-7-methyl-4-morpholinothieno[3,2-d]pyrimidine), C1(=CC=CC=C1)B(O)O (phenylboronic acid). The reagents and catalysts are Cl[Pd]([P](C1=CC=CC=C1)(C2=CC=CC=C2)C3=CC=CC=C3)([P](C4=CC=CC=C4)(C5=CC=CC=C5)C6=CC=CC=C6)Cl (bis(triphenylphosphine)palladium(II) dichloride), Cl[Pd]([P](C1=CC=CC=C1)(C2=CC=CC=C2)C3=CC=CC=C3)([P](C4=CC=CC=C4)(C5=CC=CC=C5)C6=CC=CC=C6)Cl (bis(triphenylphosphine)palladium(II) dichloride). Solvent: C(=O)([O-])[O-].[Na+].[Na+] (Na2CO3), C(C)#N (acetonitrile). Conditions: temperature 150 celsius. The product is CC1=C(SC2=C1N=C(N=C2N2CCOCC2)C=2C=C1C(=NC2)NC=C1)C1=CC=CC=C1 (7-methyl-4-morpholino-6-phenyl-2-(1H-pyrrolo[2,3-b]pyridin-5-yl)thieno[3,2-d]pyrimidine). RXN SMILES: Cl[C:2]1[N:3]=[C:4]([N:13]2[CH2:18][CH2:17][O:16][CH2:15][CH2:14]2)[C:5]2[S:10][C:9](I)=[C:8]([CH3:12])[C:6]=2[N:7]=1.[C:19]1(B(O)O)[CH:24]=[CH:23][CH:22]=[CH:21][CH:20]=1.CC1(C)C(C)(C)OB([C:36]2[CH:37]=[C:38]3[CH:44]=[CH:43][NH:42][C:39]3=[N:40][CH:41]=2)O1>C([O-])([O-])=O.[Na+].[Na+].C(#N)C.Cl[Pd](Cl)([P](C1C=CC=CC=1)(C1C=CC=CC=1)C1C=CC=CC=1)[P](C1C=CC=CC=1)(C1C=CC=CC=1)C1C=CC=CC=1>[CH3:12][C:8]1[C:6]2[N:7]=[C:2]([C:36]3[CH:37]=[C:38]4[CH:44]=[CH:43][NH:42][C:39]4=[N:40][CH:41]=3)[N:3]=[C:4]([N:13]3[CH2:18][CH2:17][O:16][CH2:15][CH2:14]3)[C:5]=2[S:10][C:9]=1[C:19]1[CH:24]=[CH:23][CH:22]=[CH:21][CH:20]=1 |f:3.4.5,^1:57,76|. Procedure details: 2-Chloro-6-iodo-7-methyl-4-morpholinothieno[3,2-d]pyrimidine from Example 12 (0.2 g, 0.5 mmol), phenylboronic acid (60 mg, 0.5 mmol), and bis(triphenylphosphine)palladium(II) dichloride (18 mg, 25 μmol) in 1 M aqueous Na2CO3 (1 mL) and acetonitrile (1 mL) were heated to 100° C. in a sealed microwave reactor for 10 min. Upon completion, 5-(4,4,5,5-tetramethyl-1,3,2-dioxaborolan-2-yl)-1H-pyrrolo[2,3-b]pyridine (180 mg, 0.75 mmol) and bis(triphenylphosphine)palladium(II) dichloride (13 mg, 20 μmol)... Reactants: C(C)(C)(C)C1=CC=C(C=C1)C#C (4-tert-butylphenylacetylene), magnesium halide, C(=O)O (formic acid). Procedure details: In the first stage, (A) 4-tert-butylphenylacetylene, organic magnesium halide, and a formic acid derivative are used, thereby obtaining (B) 1,5-bis(4-tert-butylphenyl)-penta-1,4-diyn-3-ol. Yields the product C(C)(C)(C)C1=CC=C(C=C1)C#CC(C#CC1=CC=C(C=C1)C(C)(C)C)O (1,5-bis(4-tert-butylphenyl)-penta-1,4-diyn-3-ol). Reaction SMILES: [C:1]([C:5]1[CH:10]=[CH:9][C:8]([C:11]#[CH:12])=[CH:7][CH:6]=1)([CH3:4])([CH3:3])[CH3:2].[CH:13]([OH:15])=O>>[C:1]([C:5]1[CH:6]=[CH:7][C:8]([C:11]#[C:12][CH:13]([OH:15])[C:12]#[C:11][C:8]2[CH:7]=[CH:6][C:5]([C:1]([CH3:4])([CH3:3])[CH3:2])=[CH:10][CH:9]=2)=[CH:9][CH:10]=1)([CH3:4])([CH3:3])[CH3:2].